Dataset: the Open Reaction Database (ORD), a public repository of structured organic reaction records. Task: describe an organic reaction: reactants, conditions, products, and yield The reactants are FC=1C=C(C=C(C1)OC(F)(F)F)C1=CC(=NN1C=1C=NC=CC1)C(=O)O (5-(3-Fluoro-5-trifluoromethoxyphenyl)-1-(pyridin-3-yl)-1H-pyrazole-3-carboxylic acid), ClC=1C=C(C=C(C1)F)C1=CC(=NN1C1=NC=CC=C1)C(=O)N1CNC(C1)=O (1-{[5-(3-Chloro-5-fluorophenyl)-1-(pyridin-2-yl)-1H-pyrazol-3-yl]carbonyl}imidazolidin-4-one), S1CNCC1 (thiazolidine). Yields the product FC=1C=C(C=C(C1)OC(F)(F)F)C1=CC(=NN1C=1C=NC=CC1)C(=O)N1CSCC1 ({5-[3-Fluoro-5-(trifluoromethoxy)phenyl]-1-(pyridin-3-yl)-1H-pyrazol-3-yl}(1,3-thiazolidin-3-yl)methanone). Reaction SMILES: [F:1][C:2]1[CH:3]=[C:4]([C:13]2[N:17]([C:18]3[CH:19]=[N:20][CH:21]=[CH:22][CH:23]=3)[N:16]=[C:15]([C:24]([OH:26])=O)[CH:14]=2)[CH:5]=[C:6]([O:8][C:9]([F:12])([F:11])[F:10])[CH:7]=1.ClC1C=C(C2N(C3C=CC=CN=3)N=C(C(N3CC(=O)NC3)=O)C=2)C=C(F)C=1.[S:54]1[CH2:58][CH2:57][NH:56][CH2:55]1>>[F:1][C:2]1[CH:3]=[C:4]([C:13]2[N:17]([C:18]3[CH:19]=[N:20][CH:21]=[CH:22][CH:23]=3)[N:16]=[C:15]([C:24]([N:56]3[CH2:57][CH2:58][S:54][CH2:55]3)=[O:26])[CH:14]=2)[CH:5]=[C:6]([O:8][C:9]([F:12])([F:11])[F:10])[CH:7]=1. Reported procedure: 200 mg (0.55 mmol) of the compound of Example 34A is reacted analogously to the synthesis of the compound of Example 1 with 0.05 ml (0.60 mmol) of thiazolidine. 193 mg (80% of theory) of the title compound is obtained. Reactants: COC(C1=C(C=C(C=C1Cl)Cl)NC(C(C)C1=CC=C(C=C1)OC)=O)=O (4,6-dichloro-2-[2-(4-methoxy-phenyl)-propionylamino]-benzoic acid methyl ester), [H-].[Na+] (NaH), C1CCOC1 (THF), Cl (HCl). Conditions: time 10 hour. Yields the product ClC1=C2C(C(C(NC2=CC(=C1)OC)=O)(C)C1=CC=C(C=C1)OC)=O (5-chloro-7-methoxy-3-(4-methoxy-phenyl)-3-methyl-1H-quinoline-2,4-dione). Yield: 41.0%. As a reaction SMILES: CO[C:3](=[O:25])[C:4]1[C:9]([Cl:10])=[CH:8][C:7](Cl)=[CH:6][C:5]=1[NH:12][C:13](=[O:24])[CH:14]([C:16]1[CH:21]=[CH:20][C:19]([O:22][CH3:23])=[CH:18][CH:17]=1)[CH3:15].[H-].[Na+].Cl.C1C[O:32][CH2:31]C1>>[Cl:10][C:9]1[CH:8]=[C:7]([O:32][CH3:31])[CH:6]=[C:5]2[C:4]=1[C:3](=[O:25])[C:14]([C:16]1[CH:21]=[CH:20][C:19]([O:22][CH3:23])=[CH:18][CH:17]=1)([CH3:15])[C:13](=[O:24])[NH:12]2 |f:1.2|. Procedure: To a solution of 4,6-dichloro-2-[2-(4-methoxy-phenyl)-propionylamino]-benzoic acid methyl ester (1.00 g, 2.62 mmol) in dry THF (30 mL) was added NaH (0.32 g, 7.86 mmol, 60% dispersed in mineral oil) at room temperature. The reaction mixture was stirred for 10 hours at reflux temperature, and then poured into 1N HCl aqueous solution. The resulting mixture was extracted with ethyl acetate (100 mL×2). The organic layer was washed with brine (100 mL) and water (100 mL×2), dried over anhydrous MgSO4,... Starting materials: ClC=1C=CC(=C(C1)C1CC(CC(C1)=O)=O)F (5-(5-chloro-2-fluorophenyl)cyclohexane-1,3-dione), C(C)(=O)[O-].[NH4+] (ammonium acetate). The solvent is C(C)O (ethanol). Yields the product NC1CC(CC(C1)C1=C(C=CC(=C1)Cl)F)=O (1-amino-5-(5-chloro-2-fluorophenyl)cyclohexan-3-one). Isolated yield 72.2%. RXN SMILES: [Cl:1][C:2]1[CH:3]=[CH:4][C:5]([F:16])=[C:6]([CH:8]2[CH2:13][C:12](=O)[CH2:11][C:10](=[O:15])[CH2:9]2)[CH:7]=1.C([O-])(=O)C.[NH4+:21]>C(O)C>[NH2:21][CH:12]1[CH2:13][CH:8]([C:6]2[CH:7]=[C:2]([Cl:1])[CH:3]=[CH:4][C:5]=2[F:16])[CH2:9][C:10](=[O:15])[CH2:11]1 |f:1.2|. Procedure details: A solution of 5-(5-chloro-2-fluorophenyl)cyclohexane-1,3-dione (2 g) and ammonium acetate (1.9 g) in ethanol (15 ml) was refluxed for 15 hours. The reaction solution was concentrated under reduced pressure, and to the residue were added water (30 ml) and ethyl acetate (150 ml). The mixture was shaken, and the separated upper layer was washed with water and concentrated under reduced pressure. The residue was washed with ethyl acetate and dried to give 1-amino-5-(5-chloro-2-fluorophenyl)cyclohexa... Reactants: C(C(C)S)S (1,2-propanedithiol), ClC(C(C)=O)C (3-chloro-2-butanone). Product: CC1SC(=C(SC1)C)C (2,3-dihydro-2,5,6-trimethyl-1,4-dithiin). Isolated yield 36.5%. Reaction SMILES: [CH2:1]([SH:5])[CH:2]([SH:4])[CH3:3].Cl[CH:7]([CH3:11])[C:8](=O)[CH3:9]>>[CH3:3][CH:2]1[CH2:1][S:5][C:8]([CH3:9])=[C:7]([CH3:11])[S:4]1. Procedure details: The procedure of Example 1(a) is repeated, using 1,2-propanedithiol and 3-chloro-2-butanone to give 2,3-dihydro-2,5,6-trimethyl-1,4-dithiin as a clear green liquid, bp 49.5°-51°/0.7 mm, yield 36.5%, NMR 1.36 (3d), 1.88 (6s), 2.4-3.6 (3m) (CDCl3). IR, 2905 (sh); 1605, 1410 (broad); 1250, 1155 (sh); 1065 (br); 730, 705. Reactants: Cl (hydrochloric acid), C(C)OC(=C)C1=NC(=NC(=C1)C(C)OCC(F)(F)F)NC1=CC(=C(C=C1)N1C=NC(=C1)C)OC (4-(1-ethoxy-vinyl)-N-(3-methoxy-4-(4-methyl-1H-imidazol-1-yl)phenyl)-6-(1-(2,2,2-trifluoroethoxy)ethyl)-pyrimidin-2-amine), C([O-])(O)=O.[Na+] (sodium bicarbonate). Run in O1CCOCC1 (dioxane), O (water), [Cl-].[Na+].O (Brine). Conditions: temperature 40 celsius. Product: COC=1C=C(C=CC1N1C=NC(=C1)C)NC1=NC(=CC(=N1)C(C)=O)C(C)OCC(F)(F)F (1-(2-(3-Methoxy-4-(4-methyl-1H-imidazol-1-yl)phenylamino)-6-(1-(2,2,2-trifluoroethoxy)ethyl)pyrimidin-4-yl)ethanone). As a reaction SMILES: Cl.C([O:4][C:5]([C:7]1[CH:12]=[C:11]([CH:13]([O:15][CH2:16][C:17]([F:20])([F:19])[F:18])[CH3:14])[N:10]=[C:9]([NH:21][C:22]2[CH:27]=[CH:26][C:25]([N:28]3[CH:32]=[C:31]([CH3:33])[N:30]=[CH:29]3)=[C:24]([O:34][CH3:35])[CH:23]=2)[N:8]=1)=[CH2:6])C.C(=O)(O)[O-].[Na+]>O1CCOCC1.O.[Cl-].[Na+].O>[CH3:35][O:34][C:24]1[CH:23]=[C:22]([NH:21][C:9]2[N:8]=[C:7]([C:5](=[O:4])[CH3:6])[CH:12]=[C:11]([CH:13]([O:15][CH2:16][C:17]([F:18])([F:19])[F:20])[CH3:14])[N:10]=2)[CH:27]=[CH:26][C:25]=1[N:28]1[CH:32]=[C:31]([CH3:33])[N:30]=[CH:29]1 |f:2.3,6.7.8|. Reported procedure: Concentrated hydrochloric acid (0.202 mL, 2.39 mmol) was added to a solution of 4-(1-ethoxy-vinyl)-N-(3-methoxy-4-(4-methyl-1H-imidazol-1-yl)phenyl)-6-(1-(2,2,2-trifluoroethoxy)ethyl)-pyrimidin-2-amine (0.38 g, 0.80 mmol) in dioxane (30 mL) and water (3 mL). The solution was heated at 40° C. for 0.5 h, cooled and neutralised with sodium bicarbonate (1 g). Brine was added (5 mL) and the water phase was extracted with ethyl acetate (2×10 mL). The organic phase was dried over sodium sulfate and con... The product is CCCCCCCCCCCCNC(=O)c1cc(Br)c(OCCBr)c(-c2cccc(C(F)(F)F)c2)c1. The reactants are BrC(Br)(Br)Br, CCCCCCCCCCCCNC(=O)c1cc(Br)c(OCCO)c(-c2cccc(C(F)(F)F)c2)c1, ClCCl, c1ccc(P(c2ccccc2)c2ccccc2)cc1. RXN SMILES: [C:37]([Br:38])([Br:39])([Br:40])[Br:41].[CH2:1]([CH2:2][CH2:3][CH2:4][CH2:5][CH2:6][CH2:7][CH2:8][CH2:9][CH2:10][CH2:11][CH3:12])[NH:13][C:14]([c:15]1[cH:16][c:17]([Br:35])[c:18]([O:31][CH2:32][CH2:33][OH:34])[c:19](-[c:21]2[cH:22][c:23]([C:27]([F:28])([F:29])[F:30])[cH:24][cH:25][cH:26]2)[cH:20]1)=[O:36].[Cl:61][CH2:62][Cl:63].[c:42]1([P:43]([c:44]2[cH:45][cH:46][cH:47][cH:48][cH:49]2)[c:50]2[cH:51][cH:52][cH:53][cH:54][cH:55]2)[cH:56][cH:57][cH:58][cH:59][cH:60]1>>[CH2:1]([CH2:2][CH2:3][CH2:4][CH2:5][CH2:6][CH2:7][CH2:8][CH2:9][CH2:10][CH2:11][CH3:12])[NH:13][C:14]([c:15]1[cH:16][c:17]([Br:35])[c:18]([O:31][CH2:32][CH2:33][Br:38])[c:19](-[c:21]2[cH:22][c:23]([C:27]([F:28])([F:29])[F:30])[cH:24][cH:25][cH:26]2)[cH:20]1)=[O:36]. Reactants: C(C)(=O)OCC (ethyl acetate), COC(C1=C(C=CC=C1I)CBr)=O (2-bromomethyl-6-iodo-benzoic acid methyl ester), ClC1=CC=C(CN)C=C1 (4-chloro-benzylamine), C(=O)([O-])[O-].[K+].[K+] (K2CO3). Run in C1(=CC=CC=C1)C (toluene), CCCCCC (hexane). Reaction conditions: temperature 100 celsius, time 2 hour. Yields the product ClC1=CC=C(CN2C(C3=C(C=CC=C3C2)I)=O)C=C1 (2-(4-chloro-benzyl)-7-iodo-2,3-dihydro-isoindol-1-one). Yield: 39.1%. Reaction SMILES: CO[C:3](=[O:13])[C:4]1[C:9]([I:10])=[CH:8][CH:7]=[CH:6][C:5]=1[CH2:11]Br.[Cl:14][C:15]1[CH:22]=[CH:21][C:18]([CH2:19][NH2:20])=[CH:17][CH:16]=1.C([O-])([O-])=O.[K+].[K+].C(OCC)(=O)C>C1(C)C=CC=CC=1.CCCCCC>[Cl:14][C:15]1[CH:22]=[CH:21][C:18]([CH2:19][N:20]2[CH2:11][C:5]3[C:4](=[C:9]([I:10])[CH:8]=[CH:7][CH:6]=3)[C:3]2=[O:13])=[CH:17][CH:16]=1 |f:2.3.4|. Procedure: A mixture of 2-bromomethyl-6-iodo-benzoic acid methyl ester (0.200 g, 0.56 mmol), 4-chloro-benzylamine (0.7 mmol), and K2CO3 (0.166 g, 1.2 mmol) in toluene (5 mL) was heated with stirring at 100° C. for 2 h. Workup and silica gel column chromatography using 30% ethyl acetate in hexane afforded 2-(4-chloro-benzyl)-7-iodo-2,3-dihydro-isoindol-1-one (0.084 g, 39%). 1H NMR (300 MHz, CDCl3): δ (ppm) 4.16 (s, 2H), 4.75 (s, 2H), 7.16-7.40 (m, 6H), 7.92 (d, 1H). GC-MS: m/z 367 (M)+.